From a dataset of the Open Reaction Database (ORD), a public repository of structured organic reaction records. describe an organic reaction: reactants, conditions, products, and yield Starting materials: ClC=1C=CC2=C(C(=CCC(N2)=O)C2=C(C=CC=C2)Cl)C1 (7-chloro-5-(2-chlorophenyl)-1,3-dihydro-2H-1-benzazepin-2-one), BrBr (Bromine). The solvent is C(Cl)(Cl)(Cl)Cl (carbon tetrachloride). The product is BrC1C(NC2=C(C(=C1)C1=C(C=CC=C1)Cl)C=C(C=C2)Cl)=O (rac-3-Bromo-7-chloro-5-(2-chlorophenyl)-1,3-dihydro-2H-1-benzazepin-2-one). The yield is 65.3%. RXN SMILES: [Cl:1][C:2]1[CH:3]=[CH:4][C:5]2[NH:11][C:10](=[O:12])[CH2:9][CH:8]=[C:7]([C:13]3[CH:18]=[CH:17][CH:16]=[CH:15][C:14]=3[Cl:19])[C:6]=2[CH:20]=1.[Br:21]Br>C(Cl)(Cl)(Cl)Cl>[Br:21][CH:9]1[CH:8]=[C:7]([C:13]2[CH:18]=[CH:17][CH:16]=[CH:15][C:14]=2[Cl:19])[C:6]2[CH:20]=[C:2]([Cl:1])[CH:3]=[CH:4][C:5]=2[NH:11][C:10]1=[O:12]. Reported procedure: A suspension of 0.78 g (2.56 mmole) of 7-chloro-5-(2-chlorophenyl)-1,3-dihydro-2H-1-benzazepin-2-one in 100 mL of carbon tetrachloride was heated to reflux, yielding a clear solution. Bromine (0.19 mL, 3.69 mmole) was added in one portion and the solution was, heated at reflux, under a sunlamp, for 15 minutes. Without cooling, the reaction solution was washed with 5% aqueous sodium thiosulfate and water, dried (sodium sulfate), and concentrated. The residue was triturated with ether. The solid w... Reactants: CCOC(=O)CNNC(=O)c1cnc(-c2ccccc2)nc1, N. Product: NC(=O)CNNC(=O)c1cnc(-c2ccccc2)nc1. Reaction SMILES: [CH2:1]([O:2][C:4]([CH2:5][NH:6][NH:7][C:8](=[O:9])[c:10]1[cH:11][n:12][c:13](-[c:16]2[cH:17][cH:18][cH:19][cH:20][cH:21]2)[n:14][cH:15]1)=[O:22])[CH3:3].[NH3:23]>>[C:4]([CH2:5][NH:6][NH:7][C:8](=[O:9])[c:10]1[cH:11][n:12][c:13](-[c:16]2[cH:17][cH:18][cH:19][cH:20][cH:21]2)[n:14][cH:15]1)(=[O:22])[NH2:23].